This data is from the Open Reaction Database (ORD), a public repository of structured organic reaction records. The task is: describe an organic reaction: reactants, conditions, products, and yield Starting materials: ClC1=CC=C(C(=O)N2CCC(CC2)=CC2=C(C=C(C=C2)C(=O)NCCO)F)C=C1 (1-(4-chlorobenzoyl)-4-[2-fluoro-4-(2-hydroxyethylaminocarbonyl)benzylidene]piperidine), methyl N-(triethylamoniosulphonyl)carbamate. Solvent: O1CCCC1 (tetrahydrofuran). Product: ClC1=CC=C(C(=O)N2CCC(CC2)=CC2=C(C=C(C=C2)C=2OCCN2)F)C=C1 (1-(4-Chlorobenzoyl)-4-[2- fluoro-4-(2-oxazolin-2-yl)benzylidene]piperidine). RXN SMILES: [Cl:1][C:2]1[CH:29]=[CH:28][C:5]([C:6]([N:8]2[CH2:13][CH2:12][C:11](=[CH:14][C:15]3[CH:20]=[CH:19][C:18]([C:21]([NH:23][CH2:24][CH2:25]O)=[O:22])=[CH:17][C:16]=3[F:27])[CH2:10][CH2:9]2)=[O:7])=[CH:4][CH:3]=1>O1CCCC1>[Cl:1][C:2]1[CH:29]=[CH:28][C:5]([C:6]([N:8]2[CH2:13][CH2:12][C:11](=[CH:14][C:15]3[CH:20]=[CH:19][C:18]([C:21]4[O:22][CH2:25][CH2:24][N:23]=4)=[CH:17][C:16]=3[F:27])[CH2:10][CH2:9]2)=[O:7])=[CH:4][CH:3]=1. Procedure details: 0.4 g (0.95 mmol) of 1-(4-chlorobenzoyl)-4-[2-fluoro-4-(2-hydroxyethylaminocarbonyl)benzylidene]piperidine in 20 ml of tetrahydrofuran are treated with 0.3 g (1.1 mmol) of methyl N-(triethylamoniosulphonyl)carbamate (Burgess reagent) in portions, at boiling temperature, during the course of 45 minutes. The mixture is heated for a further 2 hours and evaporated down, and the residue is mixed with water, the mixture is extracted three times with methylene chloride, the extract is dried with anhydr... Starting materials: O=C([O-])[O-], COS(=O)(=O)O, O=[N+]([O-])c1ccc(F)c(O)c1, [K+], [K+]. Yields the product COc1cc([N+](=O)[O-])ccc1F. RXN SMILES: [C:12](=[O:13])([O-:14])[O-:15].[CH3:18][O:19][S:20](=[O:21])(=[O:22])[OH:23].[F:1][c:2]1[c:3]([OH:11])[cH:4][c:5]([N+:8](=[O:9])[O-:10])[cH:6][cH:7]1.[K+:16].[K+:17]>>[F:1][c:2]1[c:3]([O:11][CH3:12])[cH:4][c:5]([N+:8](=[O:9])[O-:10])[cH:6][cH:7]1. Yields the product FC(C=1C=CC(=C(C1)CC(=O)OC)C#C[Si](C)(C)C)(F)F (Methyl 2-(5-(trifluoromethyl)-2-((trimethylsilyl)-ethynyl)phenyl)acetate), liquid. Reaction SMILES: Br[C:2]1[CH:7]=[CH:6][C:5]([C:8]([F:11])([F:10])[F:9])=[CH:4][C:3]=1[CH2:12][C:13]([O:15][CH3:16])=[O:14].F[B-](F)(F)F.[CH3:22][Si:23]([C:26]#[CH:27])([CH3:25])[CH3:24].CN(C=O)C>Cl[Pd](Cl)([P](C1C=CC=CC=1)(C1C=CC=CC=1)C1C=CC=CC=1)[P](C1C=CC=CC=1)(C1C=CC=CC=1)C1C=CC=CC=1.[Cu]I.CCN(CC)CC>[F:9][C:8]([F:11])([F:10])[C:5]1[CH:6]=[CH:7][C:2]([C:27]#[C:26][Si:23]([CH3:25])([CH3:24])[CH3:22])=[C:3]([CH2:12][C:13]([O:15][CH3:16])=[O:14])[CH:4]=1 |^1:35,54|. The yield is 82.0%. Conditions: temperature 80 celsius, time 16 hour. Starting materials: BrC1=C(C=C(C=C1)C(F)(F)F)CC(=O)OC (methyl 2-(2-bromo-5-(trifluoromethyl)phenyl)acetate), F[B-](F)(F)F (BF4), C[Si](C)(C)C#C (trimethylsilylacetylene), CN(C)C=O (DMF). Reagents/catalysts: Cl[Pd]([P](C1=CC=CC=C1)(C2=CC=CC=C2)C3=CC=CC=C3)([P](C4=CC=CC=C4)(C5=CC=CC=C5)C6=CC=CC=C6)Cl (PdCl2(PPh3)2), [Cu]I (CuI). Procedure details: A suspension of methyl 2-(2-bromo-5-(trifluoromethyl)phenyl)acetate (A103) (1.00 g, 3.36 mmol), PdCl2(PPh3)2 (0.118 g, 0.168 mmol), t-Bu3PH.BF4 (0.049 g, 0.17 mmol), CuI (0.032 g, 0.17 mmol) and trimethylsilylacetylene (0.951 mL, 6.73 mmol) in anhydrous degassed DMF (10 mL) and Et3N (10 mL) was stirred at 80° C. for 16 hours. The resulting mixture was adsorbed onto silica gel and purified by column chromatography (Biotage Isolera, SiO2 cartridge, 0-10% EtOAc in petroleum benzine 40-60° C.) to gi... Solvent: CCN(CC)CC (Et3N). Reaction SMILES: [CH2:1]([O:8][C:9]1[CH:10]=[C:11]2[C:16](=[CH:17][C:18]=1[F:19])[N:15]=[C:14]([I:20])[C:13]([CH2:21]N1C=CC(C(O)(CC)CC(OC(C)(C)C)=O)=CC1=O)=[CH:12]2)[C:2]1[CH:7]=[CH:6][CH:5]=[CH:4][CH:3]=1.C([O-])(=[O:43])C.[K+]>[Br-].C([N+](CCCC)(CCCC)CCCC)CCC.C(O)CCCC.CO.C([O-])(=O)C.[Pd+2].C([O-])(=O)C>[CH2:1]([O:8][C:9]1[CH:10]=[C:11]2[C:16](=[CH:17][C:18]=1[F:19])[N:15]=[C:14]([I:20])[C:13]([CH2:21][OH:43])=[CH:12]2)[C:2]1[CH:3]=[CH:4][CH:5]=[CH:6][CH:7]=1 |f:1.2,3.4,7.8.9|. Reagents/catalysts: [Br-].C(CCC)[N+](CCCC)(CCCC)CCCC (tetrabutylammonium bromide), C(C)(=O)[O-].[Pd+2].C(C)(=O)[O-] (palladium acetate). The reactants are C(C1=CC=CC=C1)OC=1C=C2C=C(C(=NC2=CC1F)I)CN1C(C=C(C=C1)C(CC(=O)OC(C)(C)C)(CC)O)=O (tert-butyl 3-[1-(6-benzyloxy-7-fluoro-2-iodo-3-quinolylmethyl)-2-oxo-1,2-dihydro-4-pyridinyl]-3-hydroxypentanoate), C(C)(=O)[O-].[K+] (potassium acetate). Conditions: temperature 80 celsius, time 16 hour. Procedure details: A mixture of tert-butyl 3-[1-(6-benzyloxy-7-fluoro-2-iodo-3-quinolylmethyl)-2-oxo-1,2-dihydro-4-pyridinyl]-3-hydroxypentanoate (obtained according to 1.i, 1.6 g, 2.4 mmol), tetrabutylammonium bromide (0.77 g, 2.4 mmol), potassium acetate (0.24 ml, 2.4 mmol) and palladium acetate (0.55 g, 2.4 mmol) in anhydrous amyl alcohol (30 ml) is heated at 80° C. under an argon atmosphere for 3 hours, then concentrated under reduced pressure. The residue is taken up in methanol (50 ml) and dichloromethane (1... The solvent is CO (methanol), C(CCCC)O (amyl alcohol). Product: C(C1=CC=CC=C1)OC=1C=C2C=C(C(=NC2=CC1F)I)CO (6-Benzyloxy-7-fluoro-2-iodo-3-quinolylmethanol). Starting materials: [C@@H]12OCC(N(C1)CCN[C@]13[C@@H]([C@H]4CC[C@@H]5[C@]6(CC=C(C([C@@H]6CC[C@]5([C@@]4(CC1)C)C)(C)C)C1=CC4C(C4C1)C(=O)OCC)C)[C@@H](CC3)C(=C)C)C2 (ethyl 3-((1R,3aS,5aR,5bR,7aR,11aS,11bR,13aR,13bR)-3a-((2-((1S)-2-oxa-5-azabicyclo[2.2.1]heptan-5-yl)ethyl)amino)-5a,5b,8,8,11a-pentamethyl-1-(prop-1-en-2-yl)-2,3,3a,4,5,5a,5b,6,7,7a,8,11,11a,11b,12,13,13a,13b-octadecahydro-1H-cyclopenta[a]chrysen-9-yl)bicyclo[3.1.0]hex-2-ene-6-carboxylate), C12C=CCC2C1C(=O)O (bicyclo[3.1.0]hex-2-ene-6-carboxylic acid). Product: [C@@H]12OCC(N(C1)CCN[C@]13[C@@H]([C@H]4CC[C@@H]5[C@]6(CC=C(C([C@@H]6CC[C@]5([C@@]4(CC1)C)C)(C)C)C1=CC4C(C4C1)C(=O)OCC)C)[C@@H](CC3)C(=C)C)C2 (Ethyl 3-((1R,3aS,5aR,5bR,7aR,11aS,11bR,13aR,13bR)-3a-((2-((1S)-2-oxa-5-azabicyclo[2.2.1]heptan-5-yl)ethyl)amino)-5a,5b,8,8,11a-pentamethyl-1-(prop-1-en-2-yl)-2,3,3a,4,5,5a,5b,6,7,7a,8,11,11a,11b,12,13,13a,13b-octadecahydro-1H-cyclopenta[a]chrysen-9-yl)bicyclo[3.1.0]hex-2-ene-6-carboxylate), [C@@H]12OCC(N(C1)CCN[C@]13[C@@H]([C@H]4CC[C@@H]5[C@]6(CC=C(C([C@@H]6CC[C@]5([C@@]4(CC1)C)C)(C)C)C1=CC4C(C4C1)C(=O)O)C)[C@@H](CC3)C(=C)C)C2 (3-((1R,3aS,5aR,5bR,7aR,11aS,11bR,13aR,13bR)-3a-((2-((1S)-2-oxa-5-azabicyclo[2.2.1]heptan-5-yl)ethyl)amino)-5a,5b,8,8,11a-pentamethyl-1-(prop-1-en-2-yl)-2,3,3a,4,5,5a,5b,6,7,7a,8,11,11a,11b,12,13,13a,13b-octadecahydro-1H-cyclopenta[a]chrysen-9-yl)bicyclo[3.1.0]hex-2-ene-6-carboxylic acid). RXN SMILES: [C@H:1]12[CH2:50][CH:4]([N:5]([CH2:7][CH2:8][NH:9][C@:10]34[CH2:46][CH2:45][C@@H:44]([C:47]([CH3:49])=[CH2:48])[C@@H:11]3[C@@H:12]3[C@@:25]([CH3:28])([CH2:26][CH2:27]4)[C@@:24]4([CH3:29])[C@@H:15]([C@:16]5([CH3:43])[C@@H:21]([CH2:22][CH2:23]4)[C:20]([CH3:31])([CH3:30])[C:19]([C:32]4[CH2:37][CH:36]6[CH:34]([CH:35]6[C:38]([O:40][CH2:41][CH3:42])=[O:39])[CH:33]=4)=[CH:18][CH2:17]5)[CH2:14][CH2:13]3)[CH2:6]1)[CH2:3][O:2]2.C12C(C(O)=O)C1CC=C2>>[C@H:1]12[CH2:50][CH:4]([N:5]([CH2:7][CH2:8][NH:9][C@:10]34[CH2:46][CH2:45][C@@H:44]([C:47]([CH3:49])=[CH2:48])[C@@H:11]3[C@@H:12]3[C@@:25]([CH3:28])([CH2:26][CH2:27]4)[C@@:24]4([CH3:29])[C@@H:15]([C@:16]5([CH3:43])[C@@H:21]([CH2:22][CH2:23]4)[C:20]([CH3:31])([CH3:30])[C:19]([C:32]4[CH2:37][CH:36]6[CH:34]([CH:35]6[C:38]([O:40][CH2:41][CH3:42])=[O:39])[CH:33]=4)=[CH:18][CH2:17]5)[CH2:14][CH2:13]3)[CH2:6]1)[CH2:3][O:2]2.[C@H:1]12[CH2:50][CH:4]([N:5]([CH2:7][CH2:8][NH:9][C@:10]34[CH2:46][CH2:45][C@@H:44]([C:47]([CH3:49])=[CH2:48])[C@@H:11]3[C@@H:12]3[C@@:25]([CH3:28])([CH2:26][CH2:27]4)[C@@:24]4([CH3:29])[C@@H:15]([C@:16]5([CH3:43])[C@@H:21]([CH2:22][CH2:23]4)[C:20]([CH3:31])([CH3:30])[C:19]([C:32]4[CH2:37][CH:36]6[CH:34]([CH:35]6[C:38]([OH:40])=[O:39])[CH:33]=4)=[CH:18][CH2:17]5)[CH2:14][CH2:13]3)[CH2:6]1)[CH2:3][O:2]2. Procedure details: Ethyl 3-((1R,3aS,5aR,5bR,7aR,11aS,11bR,13aR,13bR)-3a-((2-((1S)-2-oxa-5-azabicyclo[2.2.1]heptan-5-yl)ethyl)amino)-5a,5b,8,8,11a-pentamethyl-1-(prop-1-en-2-yl)-2,3,3a,4,5,5a,5b,6,7,7a,8,11,11a,11b,12,13,13a,13b-octadecahydro-1H-cyclopenta[a]chrysen-9-yl)bicyclo[3.1.0]hex-2-ene-6-carboxylate was prepared from ethyl 3-((1R,3aS,5aR,5bR,7aR,11aS,11bR,13aR,13bR)-3a-((2-((1S)-2-oxa-5-azabicyclo[2.2.1]heptan-5-yl)ethyl)amino)-5a,5b,8,8,11a-pentamethyl-1-(prop-1-en-2-yl)-2,3,3a,4,5,5a,5b,6,7,7a,8,11,11a,1... Reactants: C, CCCCCC1CCC(C=CC(=O)OCC)CC1, CCO, [H][H], [Pd]. Yields the product CCCCCC1CCC(CCC(=O)OCC)CC1. As a reaction SMILES: [C:24].[CH2:1]([CH2:2][CH2:3][CH2:4][CH3:5])[CH:6]1[CH2:7][CH2:8][CH:9]([CH:12]=[CH:13][C:14](=[O:15])[O:16][CH2:17][CH3:18])[CH2:10][CH2:11]1.[CH3:21][CH2:22][OH:23].[H:19][H:20].[Pd:25]>>[CH2:1]([CH2:2][CH2:3][CH2:4][CH3:5])[CH:6]1[CH2:7][CH2:8][CH:9]([CH2:12][CH2:13][C:14](=[O:15])[O:16][CH2:17][CH3:18])[CH2:10][CH2:11]1. Starting materials: C1(=CC=C(C=C1)S(=O)(=O)Cl)C (p-toluenesulfonyl chloride), ClC=1C=C(C=CC1)N1N=CC(=C(C1=O)O)C1=CC=C(C=C1)S(=O)(=O)C (2-(3-chlorophenyl)-4-hydroxy-5-[4-(methylsulfonyl)phenyl]-3(2H)-pyridazinone), O (H2O). The solvent is N1=CC=CC=C1 (pyridine). Run at time 2.5 hour. The product is ClC=1C=C(C=CC1)N1N=CC(=C(C1=O)OS(=O)(=O)C1=CC=C(C)C=C1)C1=CC=C(C=C1)S(=O)(=O)C (2-(3-Chlorophenyl)-4-tosyloxy-5-[4-(methylsulfonyl)phenyl]-3(2H)-pyridazinone). Isolated yield 79.0%. RXN SMILES: [Cl:1][C:2]1[CH:3]=[C:4]([N:8]2[C:13](=[O:14])[C:12]([OH:15])=[C:11]([C:16]3[CH:21]=[CH:20][C:19]([S:22]([CH3:25])(=[O:24])=[O:23])=[CH:18][CH:17]=3)[CH:10]=[N:9]2)[CH:5]=[CH:6][CH:7]=1.[C:26]1([CH3:36])[CH:31]=[CH:30][C:29]([S:32](Cl)(=[O:34])=[O:33])=[CH:28][CH:27]=1.O>N1C=CC=CC=1>[Cl:1][C:2]1[CH:3]=[C:4]([N:8]2[C:13](=[O:14])[C:12]([O:15][S:32]([C:29]3[CH:30]=[CH:31][C:26]([CH3:36])=[CH:27][CH:28]=3)(=[O:34])=[O:33])=[C:11]([C:16]3[CH:21]=[CH:20][C:19]([S:22]([CH3:25])(=[O:24])=[O:23])=[CH:18][CH:17]=3)[CH:10]=[N:9]2)[CH:5]=[CH:6][CH:7]=1. Reported procedure: To a 0° C. solution of 2-(3-chlorophenyl)-4-hydroxy-5-[4-(methylsulfonyl)phenyl]-3(2H)-pyridazinone, prepared in Example 332, (6.79 g, 16 mmol) in pyridine (160 mL) was added p-toluenesulfonyl chloride (3.06 g, 16 mmol). The solution was left to warm slowly to room temperature with stirring under nitrogen. After 2.5 hours, the mixture was poured into H2O with constant stirring. The resulting off-white solid was filtered, rinsed with H2O and dried to provide the desired product (yield: 6.26 g, 79...